From a dataset of the Open Reaction Database (ORD), a public repository of structured organic reaction records. describe an organic reaction: reactants, conditions, products, and yield Reactants: CCO, Cc1nc(NN)cc(-c2ccccc2)n1, CCC(=O)c1ccc(C)cc1. Yields the product CCC(=NNc1cc(-c2ccccc2)nc(C)n1)c1ccc(C)cc1. RXN SMILES: [CH3:27][CH2:28][OH:29].[NH:1]([NH2:2])[c:3]1[n:4][c:5]([CH3:15])[n:6][c:7](-[c:9]2[cH:10][cH:11][cH:12][cH:13][cH:14]2)[cH:8]1.[c:16]1([CH3:26])[cH:17][cH:18][c:19]([C:22]([CH2:23][CH3:24])=[O:25])[cH:20][cH:21]1>>[NH:1]([N:2]=[C:22]([c:19]1[cH:18][cH:17][c:16]([CH3:26])[cH:21][cH:20]1)[CH2:23][CH3:24])[c:3]1[n:4][c:5]([CH3:15])[n:6][c:7](-[c:9]2[cH:10][cH:11][cH:12][cH:13][cH:14]2)[cH:8]1.